Dataset: the Open Reaction Database (ORD), a public repository of structured organic reaction records. Task: describe an organic reaction: reactants, conditions, products, and yield Starting materials: C([O-])([O-])=O.[Na+].[Na+] (sodium carbonate), IC1=CN(C2=NC=C(C=C21)C=2C=C(C(=NC2)NC(OC(C)(C)C)=O)OC)S(=O)(=O)C2=CC=C(C)C=C2 (tert-butyl (5-(3-iodo-1-tosyl-1H-pyrrolo[2,3-b]pyridin-5-yl)-3-methoxypyridin-2-yl)carbamate), FC=1C=C(CN2N=C(C(=C2C)B2OC(C(O2)(C)C)(C)C)C)C=C(C1)F (1-(3,5-difluorobenzyl)-3,5-dimethyl-4-(4,4,5,5-tetramethyl-1,3,2-dioxaborolan-2-yl)-1H-pyrazole), IC1=CN(C2=NC=C(C=C21)C=2C=C(C(=NC2)NC(OC(C)(C)C)=O)OC)S(=O)(=O)C2=CC=C(C)C=C2 (tert-butyl (5-(3-iodo-1-tosyl-1H-pyrrolo[2,3-b]pyridin-5-yl)-3-methoxypyridin-2-yl)carbamate), FC=1C=C(CN2N=C(C(=C2C)B2OC(C(O2)(C)C)(C)C)C)C=C(C1)F (1-(3,5-difluorobenzyl)-3,5-dimethyl-4-(4,4,5,5-tetramethyl-1,3,2-dioxaborolan-2-yl)-1H-pyrazole). Reagents/catalysts: C1=CC=C(C=C1)P([C-]2C=CC=C2)C3=CC=CC=C3.C1=CC=C(C=C1)P([C-]2C=CC=C2)C3=CC=CC=C3.Cl[Pd]Cl.[Fe+2] (Pd(dppf)Cl2). Solvent: C1(=CC=CC=C1)C.C(C)O.O (toluene ethanol water). Yields the product FC=1C=C(CN2N=C(C(=C2C)C2=CN(C3=NC=C(C=C32)C=3C=C(C(=NC3)NC(OC(C)(C)C)=O)OC)S(=O)(=O)C3=CC=C(C)C=C3)C)C=C(C1)F (tert-butyl (5-(3-(1-(3,5-difluorobenzyl)-3,5-dimethyl-1H-pyrazol-4-yl)-1-tosyl-1H-pyrrolo[2,3-b]pyridin-5-yl)-3-methoxypyridin-2-yl)carbamate). Yield: 86.9%. As a reaction SMILES: I[C:2]1[C:10]2[C:5](=[N:6][CH:7]=[C:8]([C:11]3[CH:12]=[C:13]([O:25][CH3:26])[C:14]([NH:17][C:18](=[O:24])[O:19][C:20]([CH3:23])([CH3:22])[CH3:21])=[N:15][CH:16]=3)[CH:9]=2)[N:4]([S:27]([C:30]2[CH:36]=[CH:35][C:33]([CH3:34])=[CH:32][CH:31]=2)(=[O:29])=[O:28])[CH:3]=1.[F:37][C:38]1[CH:39]=[C:40]([CH:58]=[C:59]([F:61])[CH:60]=1)[CH2:41][N:42]1[C:46]([CH3:47])=[C:45](B2OC(C)(C)C(C)(C)O2)[C:44]([CH3:57])=[N:43]1.C(=O)([O-])[O-].[Na+].[Na+]>C1(C)C=CC=CC=1.C(O)C.O.C1C=CC(P(C2C=CC=CC=2)[C-]2C=CC=C2)=CC=1.C1C=CC(P(C2C=CC=CC=2)[C-]2C=CC=C2)=CC=1.Cl[Pd]Cl.[Fe+2]>[F:37][C:38]1[CH:39]=[C:40]([CH:58]=[C:59]([F:61])[CH:60]=1)[CH2:41][N:42]1[C:46]([CH3:47])=[C:45]([C:2]2[C:10]3[C:5](=[N:6][CH:7]=[C:8]([C:11]4[CH:12]=[C:13]([O:25][CH3:26])[C:14]([NH:17][C:18](=[O:24])[O:19][C:20]([CH3:23])([CH3:22])[CH3:21])=[N:15][CH:16]=4)[CH:9]=3)[N:4]([S:27]([C:30]3[CH:36]=[CH:35][C:33]([CH3:34])=[CH:32][CH:31]=3)(=[O:29])=[O:28])[CH:3]=2)[C:44]([CH3:57])=[N:43]1 |f:2.3.4,5.6.7,8.9.10.11|. Procedure: Using similar reaction conditions as described in step-i of example-1, tert-butyl (5-(3-iodo-1-tosyl-1H-pyrrolo[2,3-b]pyridin-5-yl)-3-methoxypyridin-2-yl)carbamate (intermediate 66B) (200 mg, 0.322 mmol) was coupled with 1-(3,5-difluorobenzyl)-3,5-dimethyl-4-(4,4,5,5-tetramethyl-1,3,2-dioxaborolan-2-yl)-1H-pyrazole (intermediate 24) (169 mg, 0.483 mmol) using Pd(dppf)Cl2 (12 mg, 0.016 mol) and sodium carbonate (103 mg, 0.967 mmol) in toluene/ethanol/water (5/2/1 ml) to afford 200 mg (86.9% yield... Starting materials: [N+](=O)(O)[O-] (nitric acid), OCC1(OC=2C(C1)C(C=C(C2C)C)C)C (2-hydroxymethyl-2,4,6,7-tetramethyldihydrobenzofuran), ice water. The solvent is C(C)(=O)O (acetic acid). Conditions: temperature 0 celsius. Product: OCC1(OC=2C(C1)C(C(=C(C2C)C)[N+](=O)[O-])C)C (2-hydroxymethyl-2,4,6,7-tetramethyl-5-nitrodihydrobenzofuran). RXN SMILES: [OH:1][CH2:2][C:3]1([CH3:15])[CH2:7][CH:6]2[CH:8]([CH3:14])[CH:9]=[C:10]([CH3:13])[C:11]([CH3:12])=[C:5]2[O:4]1.[N+:16]([O-])([OH:18])=[O:17]>C(O)(=O)C>[OH:1][CH2:2][C:3]1([CH3:15])[CH2:7][CH:6]2[CH:8]([CH3:14])[C:9]([N+:16]([O-:18])=[O:17])=[C:10]([CH3:13])[C:11]([CH3:12])=[C:5]2[O:4]1. Reported procedure: 2.3 g of 2-hydroxymethyl-2,4,6,7-tetramethyldihydrobenzofuran was dissolved in 30 ml of anhydrous acetic acid and 1.9 ml of nitric acid was added dropwise while stirring at 0° C. After stirring at 0° C. for one hour, the solution was poured into ice-water, followed by stirring at room temperature for one hour. The reaction solution was extracted with ether, washed with saturated saline and dried over anhydrous magnesium sulfate and, after the solvent was distilled off under reduced pressure, the...